Dataset: the Open Reaction Database (ORD), a public repository of structured organic reaction records. Task: describe an organic reaction: reactants, conditions, products, and yield Reactants: C1=NC=CC2=C(C=CC=C12)CO (isoquinolin-5-ylmethanol), C1=NC=CC2=C(C=CC=C12)CO (Isoquinolin-5-ylmethanol), C(Cl)Cl (CH2Cl2), O=S(Cl)Cl (SOCl2). Reaction conditions: time 1 hour. The product is Cl.ClCC1=C2C=CC=NC2=CC=C1 (5-(chloromethyl)quinoline hydrochloride), Cl.ClCC1=C2C=CN=CC2=CC=C1 (5-(Chloromethyl)isoquinoline hydrochloride). Isolated yield 42.0%. As a reaction SMILES: [CH:1]1[C:10]2[C:5](=[C:6]([CH2:11]O)[CH:7]=[CH:8][CH:9]=2)[CH:4]=[CH:3][N:2]=1.O=S(Cl)[Cl:15].[CH2:17](Cl)[Cl:18]>>[ClH:15].[Cl:18][CH2:17][C:9]1[CH:8]=[CH:7][CH:6]=[C:1]2[C:10]=1[CH:5]=[CH:4][CH:3]=[N:2]2.[ClH:15].[Cl:15][CH2:11][C:6]1[CH:7]=[CH:8][CH:9]=[C:10]2[C:5]=1[CH:4]=[CH:3][N:2]=[CH:1]2 |f:3.4,5.6|. Reported procedure: To a solution of isoquinolin-5-ylmethanol MDE 32040 (0.53 g, 3.33 mmol) in dry CH2Cl2 (10 mL) at 0° C. under N2 in a 50 mL round-bottomed flask equipped with a magnetic stirrer was added dropwise SOCl2 (4.9 mL, 67.4 mmol) and the mixture was stirred for 1 h at RT. The volatiles were then removed at 40° C. under vacuum and the residue was taken up in CH2Cl2 (20 mL) before concentration back to dryness at 40° C. under vacuum (done 3 times) to give 5-(chloromethyl)quinoline hydrochloride MDE 32044 ...